From a dataset of the Open Reaction Database (ORD), a public repository of structured organic reaction records. describe an organic reaction: reactants, conditions, products, and yield Starting materials: Cc1cc(CC(NC(=O)N2CCC(N3Cc4ccccc4NC3=O)CC2)c2cccc(Br)n2)cc2cn(COCC[Si](C)(C)C)nc12, CCCC[N+](CCCC)(CCCC)CCCC, [F-], C1CCOC1. Product: Cc1cc(CC(NC(=O)N2CCC(N3Cc4ccccc4NC3=O)CC2)c2cccc(Br)n2)cc2cn[nH]c12. RXN SMILES: [Br:1][c:2]1[cH:3][cH:4][cH:5][c:6]([CH:8]([CH2:9][c:10]2[cH:11][c:12]3[cH:13][n:14]([CH2:20][O:21][CH2:22][CH2:23][Si:24]([CH3:25])([CH3:26])[CH3:27])[n:15][c:16]3[c:17]([CH3:19])[cH:18]2)[NH:28][C:29](=[O:30])[N:31]2[CH2:32][CH2:33][CH:34]([N:37]3[C:38](=[O:47])[NH:39][c:40]4[cH:41][cH:42][cH:43][cH:44][c:45]4[CH2:46]3)[CH2:35][CH2:36]2)[n:7]1.[CH3:49][CH2:50][CH2:51][CH2:52][N+:53]([CH2:54][CH2:55][CH2:56][CH3:57])([CH2:58][CH2:59][CH2:60][CH3:61])[CH2:62][CH2:63][CH2:64][CH3:65].[F-:48].[O:66]1[CH2:67][CH2:68][CH2:69][CH2:70]1>>[Br:1][c:2]1[cH:3][cH:4][cH:5][c:6]([CH:8]([CH2:9][c:10]2[cH:11][c:12]3[cH:13][n:14][nH:15][c:16]3[c:17]([CH3:19])[cH:18]2)[NH:28][C:29](=[O:30])[N:31]2[CH2:32][CH2:33][CH:34]([N:37]3[C:38](=[O:47])[NH:39][c:40]4[cH:41][cH:42][cH:43][cH:44][c:45]4[CH2:46]3)[CH2:35][CH2:36]2)[n:7]1. Starting materials: O1C(CCCC1)OCC#CN1C=NC=2C(=C1O)C=C(N2)NC(C(C)(C)C)=O (3-(3-tetrahydropyr-2-yloxyprop-1-yn-1-yl)-4-hydroxy-6-pivaloylaminopyrrolo[2,3-d]pyrimidine), CO (methanol), N1=CC=CC2=CC=CC=C12 (quinoline), [H][H] (hydrogen). The reagents and catalysts are [Pd] (palladium on barium sulfate). Solvent: C(Cl)(Cl)Cl (chloroform), CCOCC (ether). The product is O1C(CCCC1)OCC=CN1C=NC=2C(=C1O)C=C(N2)NC(C(C)(C)C)=O (3-(3-tetrahydropyr-2-yloxyprop-1-en-1-yl)-4-hydroxy-6-pivaloylaminopyrrolo[2,3-d]pyrimidine). Reaction SMILES: [O:1]1[CH2:6][CH2:5][CH2:4][CH2:3][CH:2]1[O:7][CH2:8][C:9]#[C:10][N:11]1[C:16]([OH:17])=[C:15]2[CH:18]=[C:19]([NH:21][C:22](=[O:27])[C:23]([CH3:26])([CH3:25])[CH3:24])[N:20]=[C:14]2[N:13]=[CH:12]1.CO.N1C2C(=CC=CC=2)C=CC=1.[H][H]>[Pd].CCOCC.C(Cl)(Cl)Cl>[O:1]1[CH2:6][CH2:5][CH2:4][CH2:3][CH:2]1[O:7][CH2:8][CH:9]=[CH:10][N:11]1[C:16]([OH:17])=[C:15]2[CH:18]=[C:19]([NH:21][C:22](=[O:27])[C:23]([CH3:25])([CH3:24])[CH3:26])[N:20]=[C:14]2[N:13]=[CH:12]1. Procedure: A mixture of 2 g of 3-(3-tetrahydropyr-2-yloxyprop-1-yn-1-yl)-4-hydroxy-6-pivaloylaminopyrrolo[2,3-d]pyrimidine, 40 ml of methanol, 20 ml of chloroform, 40 mg of 5% palladium on barium sulfate, and 40 mg of synthetic quinoline is stirred under 1 atmosphere hydrogen pressure for 40 min. The solvent then is removed by evaporation and the residue diluted with methylene chloride. The methylene chloride solution is filtered through silica gel with 2% methanol in methylene chloride to remove catalyst ...